This data is from the Open Reaction Database (ORD), a public repository of structured organic reaction records. The task is: describe an organic reaction: reactants, conditions, products, and yield Starting materials: CCSc1ccc2c(C#N)c[nH]c2c1, BrC1CCC1, CN(C)C=O. Yields the product CCSc1ccc2c(C#N)cn(C3CCC3)c2c1. RXN SMILES: [CH2:1]([CH3:2])[S:3][c:4]1[cH:5][cH:6][c:7]2[c:8]([C:13]#[N:14])[cH:9][nH:10][c:11]2[cH:12]1.[CH:15]1([Br:19])[CH2:16][CH2:17][CH2:18]1.[O:20]=[CH:21][N:22]([CH3:23])[CH3:24]>>[CH2:1]([CH3:2])[S:3][c:4]1[cH:5][cH:6][c:7]2[c:8]([C:13]#[N:14])[cH:9][n:10]([CH:15]3[CH2:16][CH2:17][CH2:18]3)[c:11]2[cH:12]1. Reactants: CC(c1ccc(Br)cc1)N1CCC(CCO)(c2ccc(F)cc2)OC1=O, FC1CCNC1. The product is CC(c1ccc(Br)cc1)N1CCC(CCN2CCC(F)C2)(c2ccc(F)cc2)OC1=O. As a reaction SMILES: [Br:1][c:2]1[cH:3][cH:4][c:5]([CH:8]([CH3:9])[N:10]2[C:11](=[O:26])[O:12][C:13]([CH2:16][CH2:17][OH:18])([c:19]3[cH:20][cH:21][c:22]([F:25])[cH:23][cH:24]3)[CH2:14][CH2:15]2)[cH:6][cH:7]1.[F:27][CH:28]1[CH2:29][NH:30][CH2:31][CH2:32]1>>[Br:1][c:2]1[cH:3][cH:4][c:5]([CH:8]([CH3:9])[N:10]2[C:11](=[O:26])[O:12][C:13]([CH2:16][CH2:17][N:30]3[CH2:29][CH:28]([F:27])[CH2:32][CH2:31]3)([c:19]3[cH:20][cH:21][c:22]([F:25])[cH:23][cH:24]3)[CH2:14][CH2:15]2)[cH:6][cH:7]1. The reactants are C=CC(=O)OC, CO, CNC. Yields the product COC(=O)CCN(C)C. Reaction SMILES: [C:4]([CH:5]=[CH2:6])(=[O:7])[O:8][CH3:9].[CH3:10][OH:11].[CH3:1][NH:2][CH3:3]>>[CH3:1][N:2]([CH3:3])[CH2:6][CH2:5][C:4](=[O:7])[O:8][CH3:9]. Starting materials: NCC(C)(C)NC(C(=O)NC1=CC(=C(C=C1)C1=CN=CO1)OC)=O (N-(2-amino-1,1-dimethyl-ethyl)-N′-(3-methoxy-4-oxazol-5-yl-phenyl)-oxalamide), CC1=CC=C(C=O)C=C1 (4-methylbenzaldehyde), C(C)(=O)O[BH-](OC(C)=O)OC(C)=O.[Na+] (sodium triacetoxyborohydride). Solvent: ClCCl.C(C)(=O)O (acetic acid dichloromethane), ClCCl (dichloromethane). Product: COC=1C=C(C=CC1C1=CN=CO1)NC(C(=O)NC(CNCC1=CC=C(C=C1)C)(C)C)=O (3-methoxy-4-(5-oxazolyl)phenyl-N′-[2-(4-methylbenzylamino)-1,1-dimethylethyl]oxalamide). As a reaction SMILES: [NH2:1][CH2:2][C:3]([NH:6][C:7](=[O:24])[C:8]([NH:10][C:11]1[CH:16]=[CH:15][C:14]([C:17]2[O:21][CH:20]=[N:19][CH:18]=2)=[C:13]([O:22][CH3:23])[CH:12]=1)=[O:9])([CH3:5])[CH3:4].[CH3:25][C:26]1[CH:33]=[CH:32][C:29]([CH:30]=O)=[CH:28][CH:27]=1.C(O[BH-](OC(=O)C)OC(=O)C)(=O)C.[Na+]>ClCCl.C(O)(=O)C.ClCCl>[CH3:23][O:22][C:13]1[CH:12]=[C:11]([NH:10][C:8](=[O:9])[C:7]([NH:6][C:3]([CH3:5])([CH3:4])[CH2:2][NH:1][CH2:25][C:26]2[CH:33]=[CH:32][C:29]([CH3:30])=[CH:28][CH:27]=2)=[O:24])[CH:16]=[CH:15][C:14]=1[C:17]1[O:21][CH:20]=[N:19][CH:18]=1 |f:2.3,4.5|. Procedure: 30 mg (0.09 mmol) of N-(2-amino-1,1-dimethyl-ethyl)-N′-(3-methoxy-4-oxazol-5-yl-phenyl)-oxalamide, 11.3 mg (0.095 mmol) of 4-methylbenzaldehyde and 30 mg (0.14 mmol) of sodium triacetoxyborohydride were dissolved in 2 ml of a 5% acetic acid dichloromethane mixture for 16 hours. The reaction mixture was then diluted with 8 ml of dichloromethane and washed with water, saturated sodium hydrogen carbonate and brine. The resulting organic solution was then dried with magnesium sulphate, filtered and ...